Dataset: the Open Reaction Database (ORD), a public repository of structured organic reaction records. Task: describe an organic reaction: reactants, conditions, products, and yield The reactants are COC(=O)c1ccn2cncc2c1Nc1ccc(C2CCC2)cc1F, CC(=O)O, [Na+], [OH-], O. The product is O=C(O)c1ccn2cncc2c1Nc1ccc(C2CCC2)cc1F. Reaction SMILES: [CH3:1][O:2][C:3](=[O:4])[c:5]1[c:6]([NH:14][c:15]2[c:16]([F:25])[cH:17][c:18]([CH:21]3[CH2:22][CH2:23][CH2:24]3)[cH:19][cH:20]2)[c:7]2[n:8]([cH:9][cH:10]1)[cH:11][n:12][cH:13]2.[CH3:29][C:30](=[O:31])[OH:32].[Na+:27].[OH-:26].[OH2:28]>>[O:2]=[C:3]([OH:4])[c:5]1[c:6]([NH:14][c:15]2[c:16]([F:25])[cH:17][c:18]([CH:21]3[CH2:22][CH2:23][CH2:24]3)[cH:19][cH:20]2)[c:7]2[n:8]([cH:9][cH:10]1)[cH:11][n:12][cH:13]2. Reactants: ClC1=NC(=CC=C1O)C(C)O (2-Chloro-3-hydroxy-6-(1-hydroxyethyl)-pyridine), one, C([O-])([O-])=O.[K+].[K+] (potassium carbonate), II (iodine). Solvent: O (water). Run at time 4 hour. Product: ClC1=NC(=CC(=C1O)I)C(C)O (2-chloro-3-hydroxy-4-iodo-6-(1-hydroxyethyl)-pyridine). Isolated yield 62.3%. As a reaction SMILES: [Cl:1][C:2]1[C:7]([OH:8])=[CH:6][CH:5]=[C:4]([CH:9]([OH:11])[CH3:10])[N:3]=1.C(=O)([O-])[O-].[K+].[K+].[I:18]I>O>[Cl:1][C:2]1[C:7]([OH:8])=[C:6]([I:18])[CH:5]=[C:4]([CH:9]([OH:11])[CH3:10])[N:3]=1 |f:1.2.3|. Reported procedure: 2-Chloro-3-hydroxy-6-(1-hydroxyethyl)-pyridine (4.5 g, 23.6 mmole) is suspended in 70 ml water in a 200 ml one neck round bottom flask. The suspension is treated successively with potassium carbonate (6.5 g, 47.2 mmole) and iodine (12.0 g, 47.2 mmole) and the reaction mixture is stirred 4 h at room temperature. The excess iodine is quenched with saturated sodium thiosulfate and the pH of the reaction mixture is adjusted to 3 with 10% hydrochloric acid. The solid is collected, washed with water, ... Reactants: ClC1=C(C=CC(=C1)Cl)C(CN1C=NC=C1)CCCC (1-[β-(2,4-dichlorophenyl)hexyl]imidazole), hydrochloride salt. Run in CCOCC (ether). Yields the product Cl.ClC1=C(C=CC(=C1)Cl)C(CN1C=NC=C1)CCCC (1-[β-(2,4-dichlorophenyl) hexyl]-imidazole hydrochloride). RXN SMILES: [Cl:1][C:2]1[CH:7]=[C:6]([Cl:8])[CH:5]=[CH:4][C:3]=1[CH:9]([CH2:16][CH2:17][CH2:18][CH3:19])[CH2:10][N:11]1[CH:15]=[CH:14][N:13]=[CH:12]1>CCOCC>[ClH:1].[Cl:1][C:2]1[CH:7]=[C:6]([Cl:8])[CH:5]=[CH:4][C:3]=1[CH:9]([CH2:16][CH2:17][CH2:18][CH3:19])[CH2:10][N:11]1[CH:15]=[CH:14][N:13]=[CH:12]1 |f:2.3|. Reported procedure: In 30.0 g (0.101 mole) of 1-[β-(2,4-dichlorophenyl)hexyl]imidazole dissolved in 200 ml of ether is bubbled dry hydrogen chloride gas until the mixture is acidic to litmus. A colorless solid forms which is separated by filtration to give 24.5 g. of the hydrochloride salt which is identified by nmr. The reactants are COC(=O)N1CCC(NC(=O)c2[nH]c(C)c(Cl)c2Cl)C(C)C1, [K+], NN, [OH-], O, O, OCCO. Yields the product Cc1[nH]c(C(=O)NC2CCNCC2C)c(Cl)c1Cl. Reaction SMILES: [Cl:1][c:2]1[c:3]([C:9](=[O:10])[NH:11][CH:12]2[CH:13]([CH3:22])[CH2:14][N:15]([C:18]([O:19][CH3:20])=[O:21])[CH2:16][CH2:17]2)[nH:4][c:5]([CH3:8])[c:6]1[Cl:7].[K+:24].[NH2:26][NH2:27].[OH-:23].[OH2:25].[OH2:28].[OH:29][CH2:30][CH2:31][OH:32]>>[Cl:1][c:2]1[c:3]([C:9](=[O:10])[NH:11][CH:12]2[CH:13]([CH3:22])[CH2:14][NH:15][CH2:16][CH2:17]2)[nH:4][c:5]([CH3:8])[c:6]1[Cl:7]. Isolated yield 97.1%. Yields the product OC1=CC=C(C=C1)N1CCN(CC1)C=1OC2=C(N1)C=CC=C2 (1-(4-hydroxyphenyl)-4-(benzoxazol-2-yl)piperazine). Reaction SMILES: Br.Br.[OH:3][C:4]1[CH:9]=[CH:8][C:7]([N:10]2[CH2:15][CH2:14][NH:13][CH2:12][CH2:11]2)=[CH:6][CH:5]=1.Cl[C:17]1[O:18][C:19]2[CH:25]=[CH:24][CH:23]=[CH:22][C:20]=2[N:21]=1.C([O-])([O-])=O.[K+].[K+]>CN(C)C=O>[OH:3][C:4]1[CH:5]=[CH:6][C:7]([N:10]2[CH2:15][CH2:14][N:13]([C:17]3[O:18][C:19]4[CH:25]=[CH:24][CH:23]=[CH:22][C:20]=4[N:21]=3)[CH2:12][CH2:11]2)=[CH:8][CH:9]=1 |f:0.1.2,4.5.6|. Reactants: C(=O)([O-])[O-].[K+].[K+] (K2CO3), Br.Br.OC1=CC=C(C=C1)N1CCNCC1 (1-(4-hydroxyphenyl)piperazine dihydrobromide), ClC=1OC2=C(N1)C=CC=C2 (2-chlorobenzoxazole), C(=O)([O-])[O-].[K+].[K+] (K2CO3), C(=O)([O-])[O-].[K+].[K+] (K2CO3). Reaction conditions: temperature 85 celsius, time 60 minute. Procedure details: A mixture of 5.11 g (15 mmol) of 1-(4-hydroxyphenyl)piperazine dihydrobromide, 2.46 g (16 mmol) of 2-chlorobenzoxazole and 2.18 g (15.8 mmol) of powdered K2CO3 in 55 ml of absolute N,N-dimethylformamide was warmed to 85° C., and 345 mg of powdered K2CO3 were added with stirring under a nitrogen atmosphere in each case after 10 minutes, after a further 25 minutes and after a further 60 minutes (total addition of 1.035 g (7.5 mmol) of K2CO3). The mixture was stirred for a further 3 hours at 85° C.... Run in CN(C=O)C (N,N-dimethylformamide). The reactants are C1(=CC=CC=C1)C(C(CBr)O)C1=CC=CC=C1 (1,1-Diphenyl-3-bromopropan-2-ol), CNC (dimethylamine). Run in C(C)O (ethanol). Conditions: time 8 hour. Yields the product CN(CC(C(C1=CC=CC=C1)C1=CC=CC=C1)O)C (3-dimethylamino-1,1-diphenyl-propan-2-ol). Yield: 75.0%. As a reaction SMILES: [C:1]1([CH:7]([C:12]2[CH:17]=[CH:16][CH:15]=[CH:14][CH:13]=2)[CH:8]([OH:11])[CH2:9]Br)[CH:6]=[CH:5][CH:4]=[CH:3][CH:2]=1.[CH3:18][NH:19][CH3:20]>C(O)C>[CH3:18][N:19]([CH3:20])[CH2:9][CH:8]([OH:11])[CH:7]([C:12]1[CH:17]=[CH:16][CH:15]=[CH:14][CH:13]=1)[C:1]1[CH:6]=[CH:5][CH:4]=[CH:3][CH:2]=1. Reported procedure: 1,1-Diphenyl-3-bromopropan-2-ol (500 mg.) prepared as described in Example 20 was treated with excess dimethylamine in ethanol and the solution allowed to stand overnight. Solvent was removed by evaporation and the residue dissolved in dilute hydrochloric acid and ether. Basification of the acid extract and isolation through ether in the usual manner gave 3-dimethylamino-1,1-diphenyl-propan-2-ol (330 mg., 75%), m.p. 72° - 73°.